From a dataset of the Open Reaction Database (ORD), a public repository of structured organic reaction records. describe an organic reaction: reactants, conditions, products, and yield Reactants: C(C)OC=1C(C(C1OCC)=O)=O (3,4-diethoxy-3-cyclobutene-1,2-dione), C(C)OP(OCC)(=O)CCNCCCNC(=O)OC(C)(C)C (N-[3-(t-butyloxycarbonylamino)propyl]-2-aminoethylphosphonic acid diethyl ester). Solvent: C(C)O (ethanol), C(C)O (ethanol). Conditions: time 15 hour. The product is C(C)(C)(C)OC(NCCCN(C1=C(C(C1=O)=O)OCC)CCP(=O)(OCC)OCC)=O (3-[[2-(Diethoxy-phosphoryl)-ethyl]-(2-ethoxy-3,4-dioxocyclobut-1-enyl)amino]propylcarbamic acid tert-butyl ester). As a reaction SMILES: C(O[C:4]1[C:5](=[O:12])[C:6](=[O:11])[C:7]=1[O:8][CH2:9][CH3:10])C.[CH2:13]([O:15][P:16]([CH2:21][CH2:22][NH:23][CH2:24][CH2:25][CH2:26][NH:27][C:28]([O:30][C:31]([CH3:34])([CH3:33])[CH3:32])=[O:29])(=[O:20])[O:17][CH2:18][CH3:19])[CH3:14]>C(O)C>[C:31]([O:30][C:28](=[O:29])[NH:27][CH2:26][CH2:25][CH2:24][N:23]([CH2:22][CH2:21][P:16]([O:15][CH2:13][CH3:14])([O:17][CH2:18][CH3:19])=[O:20])[C:4]1[C:5](=[O:12])[C:6](=[O:11])[C:7]=1[O:8][CH2:9][CH3:10])([CH3:34])([CH3:32])[CH3:33]. Procedure: To a solution of 3,4-diethoxy-3-cyclobutene-1,2-dione (45 g, 0.265 mole; Aldrich 31,077-8) in absolute ethanol (1.2 L) under nitrogen was added dropwise a solution of N-[3-(t-butyloxycarbonylamino)propyl]-2-aminoethylphosphonic acid diethyl ester (80 g, 0.24 mole) in absolute ethanol (600 mL) and the reaction mixture was stirred at ambient temperature 15 hr. The reaction mixture was concentrated in vacuo and the residue was put on a pad of silica gel (6"×4") and eluted first with a mixture of me... Starting materials: ClCC(C(C)(C)C1OCCO1)=O (1-chloro-3-(dioxolan-2-yl)-3-methyl-butan-2-one), N1C=NC=C1 (imidazole). The solvent is C(C)#N (acetonitrile). Product: N1(C=NC=C1)CC(C(C)(C)C1OCCO1)=O (1-(imidazol-1-yl)-3-(dioxolan-2-yl)-3-methyl-butan-2-one). The yield is 58.1%. RXN SMILES: Cl[CH2:2][C:3](=[O:12])[C:4]([CH:7]1[O:11][CH2:10][CH2:9][O:8]1)([CH3:6])[CH3:5].[NH:13]1[CH:17]=[CH:16][N:15]=[CH:14]1>C(#N)C>[N:13]1([CH2:2][C:3](=[O:12])[C:4]([CH:7]2[O:11][CH2:10][CH2:9][O:8]2)([CH3:6])[CH3:5])[CH:17]=[CH:16][N:15]=[CH:14]1. Procedure details: 106.8 g (0.55 mol) of 1-chloro-3-(dioxolan-2-yl)-3-methyl-butan-2-one and 74.8 g (1.1 mols) of imidazole in 500 ml of acetonitrile are stirred for 15 hours at 65° C. The solvent is distilled off, the residue is taken up in 800 ml of methylene chloride and the solution is extracted with twice 1 liter of water. The methylene chloride phase is dried over sodium sulphate, and the solvent is distilled off. 71.7 g (57.7% of theory) of 1-(imidazol-1-yl)-3-(dioxolan-2-yl)-3-methyl-butan-2-one are obtain... Reactants: CC1=CC=C2C(=C(C=NC2=C1)[N+](=O)[O-])O (7-Methyl-3-nitro-4-quinolinol), [OH-].[NH4+] (ammonium hydroxide), [H][H] (hydrogen). Reagents/catalysts: [Pd] (palladium on carbon). The solvent is CO (methanol). The product is NC=1C=NC2=CC(=CC=C2C1O)C (3-amino-7-methyl-4-quinolinol). The yield is 84.1%. RXN SMILES: [CH3:1][C:2]1[CH:11]=[C:10]2[C:5]([C:6]([OH:15])=[C:7]([N+:12]([O-])=O)[CH:8]=[N:9]2)=[CH:4][CH:3]=1.[OH-].[NH4+].[H][H]>[Pd].CO>[NH2:12][C:7]1[CH:8]=[N:9][C:10]2[C:5]([C:6]=1[OH:15])=[CH:4][CH:3]=[C:2]([CH3:1])[CH:11]=2 |f:1.2|. Procedure: 7-Methyl-3-nitro-4-quinolinol (11.8 g, 58 mmol), methanol (about 300 mL), ammonium hydroxide (50 mL), and palladium on carbon (1 g of 10%) were combined. The mixture was placed on a Parr apparatus under a 35-40 psi (2.4-2.8 Kg/cm2) hydrogen atmosphere for about 1 hour. The reaction mixture was filtered through a layer of Celite® filter agent and the filter cake was rinsed well with methanol. The filtrate was treated with charcoal and then concentrated under vacuum to provide a fluffy pale green ... Reactants: CCOc1ccc2c(c1)n(C1CCCCC1)c(=O)n2S(=O)(=O)c1ccc(C(=O)O)cc1OC, CCC(C)(C)N, CCN(C(C)C)C(C)C, ClCCl. The product is CCOc1ccc2c(c1)n(C1CCCCC1)c(=O)n2S(=O)(=O)c1ccc(C(=O)NC(C)(C)CC)cc1OC. Reaction SMILES: [CH2:1]([CH3:2])[O:3][c:4]1[cH:5][c:6]2[c:7]([n:8]([S:18](=[O:19])(=[O:20])[c:21]3[c:22]([O:30][CH3:31])[cH:23][c:24]([C:27](=[O:28])[OH:29])[cH:25][cH:26]3)[c:9](=[O:17])[n:10]2[CH:11]2[CH2:12][CH2:13][CH2:14][CH2:15][CH2:16]2)[cH:32][cH:33]1.[CH3:34][C:35]([CH2:36][CH3:37])([CH3:38])[NH2:39].[CH:40]([N:41]([CH2:42][CH3:43])[CH:44]([CH3:45])[CH3:46])([CH3:47])[CH3:48].[Cl:49][CH2:50][Cl:51]>>[CH2:1]([CH3:2])[O:3][c:4]1[cH:5][c:6]2[c:7]([n:8]([S:18](=[O:19])(=[O:20])[c:21]3[c:22]([O:30][CH3:31])[cH:23][c:24]([C:27](=[O:28])[NH:39][C:35]([CH3:34])([CH2:36][CH3:37])[CH3:38])[cH:25][cH:26]3)[c:9](=[O:17])[n:10]2[CH:11]2[CH2:12][CH2:13][CH2:14][CH2:15][CH2:16]2)[cH:32][cH:33]1. Starting materials: C(C)(C)(C)C1=C(C=C(C=C1)CCC(=O)O)NC(CC(CCCCC)C1=C(C=C(C(=C1)OC)OC)OC)=O (N-[2-t-butyl-5-(2-carboxyethyl)phenyl]-3-(2,4,5-trimethoxyphenyl)octanamide), CN (methylamine). The product is C(C)(C)(C)C1=C(C=C(C=C1)CCC(=O)NC)NC(CC(CCCCC)C1=C(C=C(C(=C1)OC)OC)OC)=O (N-[2-t-Butyl-5-(3-methylamino-3-oxopropyl)phenyl]-3-(2,4,5-trimethoxyphenyl)octanamide). Procedure: Following a similar procedure to that described in Example 8, but using N-[2-t-butyl-5-(2-carboxyethyl)phenyl]-3-(2,4,5-trimethoxyphenyl)octanamide prepared as described in Preparation 84) and methylamine, the title compound was obtained as a colorless foam-like substance. RXN SMILES: [C:1]([C:5]1[CH:10]=[CH:9][C:8]([CH2:11][CH2:12][C:13](O)=[O:14])=[CH:7][C:6]=1[NH:16][C:17](=[O:37])[CH2:18][CH:19]([C:25]1[CH:30]=[C:29]([O:31][CH3:32])[C:28]([O:33][CH3:34])=[CH:27][C:26]=1[O:35][CH3:36])[CH2:20][CH2:21][CH2:22][CH2:23][CH3:24])([CH3:4])([CH3:3])[CH3:2].[CH3:38][NH2:39]>>[C:1]([C:5]1[CH:10]=[CH:9][C:8]([CH2:11][CH2:12][C:13]([NH:39][CH3:38])=[O:14])=[CH:7][C:6]=1[NH:16][C:17](=[O:37])[CH2:18][CH:19]([C:25]1[CH:30]=[C:29]([O:31][CH3:32])[C:28]([O:33][CH3:34])=[CH:27][C:26]=1[O:35][CH3:36])[CH2:20][CH2:21][CH2:22][CH2:23][CH3:24])([CH3:4])([CH3:3])[CH3:2]. Starting materials: C1(=CC=CC=C1)C1CCC(CC1)=O (4-phenylcyclohexanone), C1(=CC=CC=C1)C(N)C1=CC=CC=C1 (diphenylmethanamine), C(C)(=O)O[BH-](OC(C)=O)OC(C)=O.[Na+] (sodium triacetoxyborohydride), ice water. The solvent is ClCCCl (DCE). Run at time 1.5 hour. Product: C(C1=CC=CC=C1)(C1=CC=CC=C1)N[C@@H]1CC[C@@H](CC1)C1=CC=CC=C1 (Cis-N-benzhydryl-4-phenylcyclohexanamine), C(C1=CC=CC=C1)(C1=CC=CC=C1)N[C@@H]1CC[C@H](CC1)C1=CC=CC=C1 (trans-N-benzhydryl-4-phenylcyclohexanamine). The yield is 19.5%. As a reaction SMILES: [C:1]1([CH:7]2[CH2:12][CH2:11][C:10](=O)[CH2:9][CH2:8]2)[CH:6]=[CH:5][CH:4]=[CH:3][CH:2]=1.[C:14]1([CH:20]([C:22]2[CH:27]=[CH:26][CH:25]=[CH:24][CH:23]=2)[NH2:21])[CH:19]=[CH:18][CH:17]=[CH:16][CH:15]=1.C(O[BH-](OC(=O)C)OC(=O)C)(=O)C.[Na+]>ClCCCl>[CH:20]([NH:21][C@H:10]1[CH2:11][CH2:12][C@@H:7]([C:1]2[CH:6]=[CH:5][CH:4]=[CH:3][CH:2]=2)[CH2:8][CH2:9]1)([C:22]1[CH:23]=[CH:24][CH:25]=[CH:26][CH:27]=1)[C:14]1[CH:19]=[CH:18][CH:17]=[CH:16][CH:15]=1.[CH:20]([NH:21][C@H:10]1[CH2:11][CH2:12][C@H:7]([C:1]2[CH:6]=[CH:5][CH:4]=[CH:3][CH:2]=2)[CH2:8][CH2:9]1)([C:22]1[CH:23]=[CH:24][CH:25]=[CH:26][CH:27]=1)[C:14]1[CH:19]=[CH:18][CH:17]=[CH:16][CH:15]=1 |f:2.3|. Procedure: To a solution of 4-phenylcyclohexanone (500 mg, 2.87 mmol) and diphenylmethanamine (526 mg, 2.87 mmol) in DCE (4 mL) at 0° C. was added sodium triacetoxyborohydride (912 mg, 4.30 mmol) by portions slowly. A white suspension resulted and was stirred for 5 min before the ice-water bath was removed. The reaction was stirred at rt for 1.5 h. The reaction was quenched with water carefully, then saturated NaHCO3 was added carefully and the aqueous was extracted with DCM (3×). The organic layers were c... Starting materials: C(C1=CC=CC=C1)NC(=O)C1=C(N=C(S1)N)C (2-amino-4-methylthiazole-5-carboxylic acid benzylamide), C(C1=CC=CC=C1)=O (benzaldehyde), C(#N)[BH3-].[Na+] (Sodium cyanoborohydride). The reagents and catalysts are CC([O-])C.[Ti+4].CC([O-])C.CC([O-])C.CC([O-])C (titanium(IV) isopropoxide). Run in O1CCCC1 (tetrahydrofuran). Run at time 18 hour. The product is C(C1=CC=CC=C1)NC(=O)C1=C(N=C(S1)NCC1=CC=CC=C1)C (2-Benzylamino-4-methylthiazole-5-carboxylic Acid Benzylamide). Isolated yield 58.0%. As a reaction SMILES: [CH2:1]([NH:8][C:9]([C:11]1[S:15][C:14]([NH2:16])=[N:13][C:12]=1[CH3:17])=[O:10])[C:2]1[CH:7]=[CH:6][CH:5]=[CH:4][CH:3]=1.[CH:18](=O)[C:19]1[CH:24]=[CH:23][CH:22]=[CH:21][CH:20]=1.C([BH3-])#N.[Na+]>O1CCCC1.CC(C)[O-].[Ti+4].CC(C)[O-].CC(C)[O-].CC(C)[O-]>[CH2:1]([NH:8][C:9]([C:11]1[S:15][C:14]([NH:16][CH2:18][C:19]2[CH:24]=[CH:23][CH:22]=[CH:21][CH:20]=2)=[N:13][C:12]=1[CH3:17])=[O:10])[C:2]1[CH:7]=[CH:6][CH:5]=[CH:4][CH:3]=1 |f:2.3,5.6.7.8.9|. Procedure: A mixture of 2-amino-4-methylthiazole-5-carboxylic acid benzylamide (0.20 g, 0.81 mmol), benzaldehyde (0.086 g, 0.81 mmol) and titanium(IV) isopropoxide (0.29 g, 1.01 mmol) in anhydrous tetrahydrofuran (2 mL) was stirred at ambient temperature for 18 h. Sodium cyanoborohydride (0.036 g, 0.57 mmol) was added to the mixture and stirring was continued at ambient temperature for another 6 h. The reaction was quenched with the addition of water (2 mL). The precipitate obtained was filtered and washed...